This data is from the Open Reaction Database (ORD), a public repository of structured organic reaction records. The task is: describe an organic reaction: reactants, conditions, products, and yield The product is O=C(Cc1ccc(F)cc1)NC(=O)Nc1ccc([N+](=O)[O-])cc1. Reactants: CCNC(=O)Oc1cn2ncnc(Oc3ccc(NC(=O)NC(=O)Cc4ccc(F)cc4)cc3F)c2c1C, Nc1ccc([N+](=O)[O-])cc1, C1CCOC1. Reaction SMILES: [CH2:11]([NH:12][C:13](=[O:14])[O:15][c:16]1[c:17]([CH3:18])[c:19]2[n:20]([cH:21]1)[n:22][cH:23][n:24][c:25]2[O:26][c:27]1[cH:28][cH:29][c:30]([NH:31][C:33](=[O:34])[NH:35][C:36]([CH2:37][c:38]2[cH:39][cH:40][c:41]([F:44])[cH:42][cH:43]2)=[O:45])[cH:32][c:46]1[F:47])[CH3:48].[N+:1](=[O:2])([O-:3])[c:4]1[cH:5][cH:6][c:7]([NH2:8])[cH:9][cH:10]1.[O:49]1[CH2:50][CH2:51][CH2:52][CH2:53]1>>[N+:1](=[O:2])([O-:3])[c:4]1[cH:5][cH:6][c:7]([NH:8][C:33](=[O:34])[NH:35][C:36]([CH2:37][c:38]2[cH:39][cH:40][c:41]([F:44])[cH:42][cH:43]2)=[O:45])[cH:9][cH:10]1. Starting materials: OCCN1CCCCC2=C1C=CC=C2OCC(=O)OC (Methyl (1-(2-hydroxyethyl)-2,3,4,5-tetrahydro-1H-1-benzazepin-6-yloxy)acetate), C1(=CC=CC=C1)C(C)(S)C1=CC=CC=C1 (1,1-diphenylethanethiol), raw materials, [Cl-].[NH4+] (ammonium chloride), crude product, raw materials, [H-].[Na+] (Sodium hydride), resultant solution, resultant solution, C1(=CC=CC=C1)P(C1=CC=CC=C1)C1=CC=CC=C1 (Triphenylphosphine), C(Br)(Br)(Br)Br (carbon tetrabromide), C([O-])(O)=O.[Na+] (sodium bicarbonate). The solvent is C(Cl)Cl (methylene chloride), CN(C)C=O (DMF), CN(C)C=O (DMF). Run at temperature 0 celsius. The product is C1(=CC=CC=C1)C(C)(SCCN1CCCCC2=C1C=CC=C2OCC(=O)OC)C2=CC=CC=C2 (Methyl (1-(2-(1,1-diphenylethylthio)ethyl)-2,3,4,5-tetrahydro-1H-1-benzazepin-6-yloxy)acetate). Isolated yield 84.4%. Reaction SMILES: O[CH2:2][CH2:3][N:4]1[C:10]2[CH:11]=[CH:12][CH:13]=[C:14]([O:15][CH2:16][C:17]([O:19][CH3:20])=[O:18])[C:9]=2[CH2:8][CH2:7][CH2:6][CH2:5]1.C1(P(C2C=CC=CC=2)C2C=CC=CC=2)C=CC=CC=1.C(Br)(Br)(Br)Br.C(=O)(O)[O-].[Na+].[C:50]1([C:56]([C:59]2[CH:64]=[CH:63][CH:62]=[CH:61][CH:60]=2)([SH:58])[CH3:57])[CH:55]=[CH:54][CH:53]=[CH:52][CH:51]=1.[H-].[Na+].[Cl-].[NH4+]>C(Cl)Cl.CN(C=O)C>[C:59]1([C:56]([C:50]2[CH:51]=[CH:52][CH:53]=[CH:54][CH:55]=2)([S:58][CH2:2][CH2:3][N:4]2[C:10]3[CH:11]=[CH:12][CH:13]=[C:14]([O:15][CH2:16][C:17]([O:19][CH3:20])=[O:18])[C:9]=3[CH2:8][CH2:7][CH2:6][CH2:5]2)[CH3:57])[CH:60]=[CH:61][CH:62]=[CH:63][CH:64]=1 |f:3.4,6.7,8.9|. Procedure details: Methyl (1-(2-hydroxyethyl)-2,3,4,5-tetrahydro-1H-1-benzazepin-6-yloxy)acetate (370 mg) was dissolved in methylene chloride (15 ml), and the resultant solution was stirred at 0° C. Triphenylphosphine (1085 mg) and carbon tetrabromide (922 mg) were added to the solution, and the mixture was stirred at 0° C. After disappearance of the raw materials was confirmed, a saturated sodium bicarbonate aqueous solution (15 ml) was added to the reaction solution, and the mixture was then extracted with ethyl...